describe an organic reaction: reactants, conditions, products, and yield From a dataset of the Open Reaction Database (ORD), a public repository of structured organic reaction records. The reactants are C(C)OC1=C(C2=C(C3C(O2)CC(CC3)(O)C3=C(C(=C(C=C3)OCC)F)F)C=C1)F (7-ethoxy-3-(4-ethoxy-2,3-difluorophenyl)-6-fluoro-1,2,3,4,4a,9b-hexahydrodibenzofuran-3-ol), O (water), O.C1(=CC=C(C=C1)S(=O)(=O)O)C (p-toluenesulfonic acid monohydrate). Run in C1(=CC=CC=C1)C (toluene). Yields the product C(C)OC1=C(C2=C(C3C(O2)CC(=CC3)C3=C(C(=C(C=C3)OCC)F)F)C=C1)F (7-ethoxy-3-(4-ethoxy-2,3-difluorophenyl)-6-fluoro-1,4,4a,9b-tetrahydrodibenzofuran). As a reaction SMILES: [CH2:1]([O:3][C:4]1[CH:28]=[CH:27][C:7]2[CH:8]3[CH2:14][CH2:13][C:12]([C:16]4[CH:21]=[CH:20][C:19]([O:22][CH2:23][CH3:24])=[C:18]([F:25])[C:17]=4[F:26])(O)[CH2:11][CH:9]3[O:10][C:6]=2[C:5]=1[F:29])[CH3:2].O.O.C1(C)C=CC(S(O)(=O)=O)=CC=1>C1(C)C=CC=CC=1>[CH2:1]([O:3][C:4]1[CH:28]=[CH:27][C:7]2[CH:8]3[CH2:14][CH:13]=[C:12]([C:16]4[CH:21]=[CH:20][C:19]([O:22][CH2:23][CH3:24])=[C:18]([F:25])[C:17]=4[F:26])[CH2:11][CH:9]3[O:10][C:6]=2[C:5]=1[F:29])[CH3:2] |f:2.3|. Procedure details: 8.5 g (20.8 mmol) of (±)-(4aR*, 9bS*)-7-ethoxy-3-(4-ethoxy-2,3-difluorophenyl)-6-fluoro-1,2,3,4,4a,9b-hexahydrodibenzofuran-3-ol in 200 ml of toluene are heated on a water separator for 30 min together with 396 mg (2.08 mmol) of p-toluenesulfonic acid monohydrate. After cooling, the batch is filtered adsorptively (SiO2, ethyl acetate:n-heptane=4:1), and the filtrate is concentrated to dryness. The product mixture obtained in this way can be used directly for the following reaction. The reactants are Cl.NC1=CC=C(C(=N)N)C=C1 (4-amino-benzamidine mono HCl salt), [O-]S(=O)(=O)C(F)(F)F.[In+3].[O-]S(=O)(=O)C(F)(F)F.[O-]S(=O)(=O)C(F)(F)F (Indium triflate), ClC=1C=C(C=O)C=CC1 (3-chlorobenzaldehyde), C1C=CC2=CC=CC=C12 (indene), C(C)#N (acetonitrile). Conditions: temperature 70 celsius. Yields the product ClC=1C=C(C=CC1)C1NC2=CC(=CC=C2C2C1CC1=CC=CC=C12)C(=N)N (6-(3-Chloro-phenyl)-5,6a,7,11b-tetrahydro-6H-indeno[2,1-c]quinoline-3-carboxamidine). As a reaction SMILES: Cl.N[C:3]1[CH:11]=[CH:10][C:6]([C:7]([NH2:9])=[NH:8])=[CH:5][CH:4]=1.[Cl:12][C:13]1[CH:14]=[C:15]([CH:18]=[CH:19][CH:20]=1)[CH:16]=O.[CH2:21]1[C:29]2[C:24](=[CH:25][CH:26]=[CH:27][CH:28]=2)[CH:23]=[CH:22]1.[O-]S(C(F)(F)F)(=O)=O.[In+3].[O-]S(C(F)(F)F)(=O)=O.[O-]S(C(F)(F)F)(=O)=O.C(#[N:57])C>>[Cl:12][C:13]1[CH:14]=[C:15]([CH:16]2[CH:22]3[CH2:23][C:24]4[C:29]([CH:21]3[C:3]3[C:4](=[CH:5][C:6]([C:7]([NH2:9])=[NH:8])=[CH:10][CH:11]=3)[NH:57]2)=[CH:28][CH:27]=[CH:26][CH:25]=4)[CH:18]=[CH:19][CH:20]=1 |f:0.1,4.5.6.7|. Procedure details: 4-amino-benzamidine mono HCl salt (17.2 mg, 0.1 mmole) was suspended in acetonitrile (1 mL). The suspension was treated with 3-chlorobenzaldehyde (14.0 mg, 0.1 mmole) and indene(11.6 mg, 0.1 mmole). Indium triflate (11.2 mg, 0.02 mmole) was added and the reaction was heated at 70° C. for 24 hours. The desired product was purified using reverse phase HPLC. Mass spectrum: 374(M+1). Reactants: OC1=CC=NN1C1=NC=CC(=C1)C(=O)OC (methyl 2-(5-hydroxypyrazol-1-yl)pyridine-4-carboxylate), C(#N)C1=CC=C(C=C1)CO ((4-cyanophenyl)methanol). Yields the product C(#N)C1=CC=C(C=C1)COC1=CC=NN1C1=NC=CC(=C1)C(=O)OC (methyl 2-[5-[(4-cyanophenyl)methoxy]pyrazol-1-yl]pyridine-4-carboxylate). RXN SMILES: [OH:1][C:2]1[N:6]([C:7]2[CH:12]=[C:11]([C:13]([O:15][CH3:16])=[O:14])[CH:10]=[CH:9][N:8]=2)[N:5]=[CH:4][CH:3]=1.[C:17]([C:19]1[CH:24]=[CH:23][C:22]([CH2:25]O)=[CH:21][CH:20]=1)#[N:18]>>[C:17]([C:19]1[CH:24]=[CH:23][C:22]([CH2:25][O:1][C:2]2[N:6]([C:7]3[CH:12]=[C:11]([C:13]([O:15][CH3:16])=[O:14])[CH:10]=[CH:9][N:8]=3)[N:5]=[CH:4][CH:3]=2)=[CH:21][CH:20]=1)#[N:18]. Procedure details: The title compound was prepared from methyl 2-(5-hydroxypyrazol-1-yl)pyridine-4-carboxylate (PREPARATION 6) and (4-cyanophenyl)methanol according to the procedure for the preparation of Example 39, part C. [M+H] Calc'd for C18H14N4O3, 335. Found, 335. Starting materials: C(C)OC(C1=CN=C(C(=C1)[N+](=O)[O-])NC)=O (6-methylamino-5-nitro-nicotinic acid ethyl ester). The reagents and catalysts are [Pd] (Pd/C). The product is C(C)OC(C1=CN=C(C(=C1)N)NC)=O (5-Amino-6-methylamino-nicotinic acid ethyl ester). Yield: 91.6%. RXN SMILES: [CH2:1]([O:3][C:4](=[O:16])[C:5]1[CH:10]=[C:9]([N+:11]([O-])=O)[C:8]([NH:14][CH3:15])=[N:7][CH:6]=1)[CH3:2]>[Pd]>[CH2:1]([O:3][C:4](=[O:16])[C:5]1[CH:10]=[C:9]([NH2:11])[C:8]([NH:14][CH3:15])=[N:7][CH:6]=1)[CH3:2]. Procedure details: 5-Amino-6-methylamino-nicotinic acid ethyl ester (723 mg) was prepared by following General Procedure B starting from 6-methylamino-5-nitro-nicotinic acid ethyl ester (911 mg) and Pd/C (10% by weight, 90 mg). The crude product was used in the next step without further purification. Starting materials: CC(C)(C)OC(=O)c1ncn2c1C1CCCN1C(=O)c1c(Br)cccc1-2, OCC1CC1. The product is O=C(OCC1CC1)c1ncn2c1C1CCCN1C(=O)c1c(Br)cccc1-2. Reaction SMILES: [Br:1][c:2]1[cH:3][cH:4][cH:5][c:6]2[c:7]1[C:8](=[O:26])[N:9]1[CH:10]([c:11]3[n:12]-2[cH:13][n:14][c:15]3[C:16](=[O:17])[O:18][C:19]([CH3:20])([CH3:21])[CH3:22])[CH2:23][CH2:24][CH2:25]1.[OH:27][CH2:28][CH:29]1[CH2:30][CH2:31]1>>[Br:1][c:2]1[cH:3][cH:4][cH:5][c:6]2[c:7]1[C:8](=[O:26])[N:9]1[CH:10]([c:11]3[n:12]-2[cH:13][n:14][c:15]3[C:16](=[O:17])[O:18][CH2:28][CH:29]2[CH2:30][CH2:31]2)[CH2:23][CH2:24][CH2:25]1. Reactants: FC=1C=C(C=CC1O)C=1OC2=C(C=NC(=C2)OC[C@H](C)NC(C)=O)N1 (N-((2S)-1-((2-(3-fluoro-4-hydroxyphenyl)[1,3]oxazolo[4,5-c]pyridin-6-yl)oxy)propan-2-yl)acetamide), CC1=CC=C(C=C1)S(=O)(=O)OCCC(C)O (3-hydroxybutyl 4-methylbenzenesulfonate). The product is FC=1C=C(C=CC1OCCC(C)O)C=1OC2=C(C=NC(=C2)OC[C@H](C)NC(C)=O)N1 (N-((2S)-1-((2-(3-fluoro-4-(3-hydroxybutoxy)phenyl)[1,3]oxazolo[4,5-c]pyridin-6-yl)oxy)propan-2-yl)acetamide). RXN SMILES: [F:1][C:2]1[CH:3]=[C:4]([C:9]2[O:10][C:11]3[CH:16]=[C:15]([O:17][CH2:18][C@@H:19]([NH:21][C:22](=[O:24])[CH3:23])[CH3:20])[N:14]=[CH:13][C:12]=3[N:25]=2)[CH:5]=[CH:6][C:7]=1[OH:8].CC1C=CC(S(O[CH2:37][CH2:38][CH:39]([OH:41])[CH3:40])(=O)=O)=CC=1>>[F:1][C:2]1[CH:3]=[C:4]([C:9]2[O:10][C:11]3[CH:16]=[C:15]([O:17][CH2:18][C@@H:19]([NH:21][C:22](=[O:24])[CH3:23])[CH3:20])[N:14]=[CH:13][C:12]=3[N:25]=2)[CH:5]=[CH:6][C:7]=1[O:8][CH2:37][CH2:38][CH:39]([OH:41])[CH3:40]. Reported procedure: Using N-((2S)-1-((2-(3-fluoro-4-hydroxyphenyl)[1,3]oxazolo[4,5-c]pyridin-6-yl)oxy)propan-2-yl)acetamide and 3-hydroxybutyl 4-methylbenzenesulfonate, and in the same manner as in Example 5, the title compound was obtained.